This data is from the Open Reaction Database (ORD), a public repository of structured organic reaction records. The task is: describe an organic reaction: reactants, conditions, products, and yield Yields the product C(C)OC(CNC1=NC2=NC=CC(=C2C=C1)NC1=C(C=CC(=C1)C)SC1=CC=C(C=C1)NC(C)=O)=O ({5-[2-(4-Acetylamino-phenylsulfanyl)-5-methyl-phenylamino]-[1,8]naphthyridin-2-ylamino}-acetic acid ethyl ester). Reported procedure: The product from Example 24a (47 mg, 0.10 mmol) was reacted with the glycine ethyl ester hydrochloride (84 mg, 0.10 mmol) in 2 mL of EtOH in a sealed tube at 150° C. for 1 h. Cooled to room temperature and concentrated. Adjusted to pH 7 with 1M HCl and extracted with EtOAc, dried over Na2SO4, filtered and concentrated under vacuum giving the crude title compound which was purified by HPLC with TFA providing the product as a trifluoroacetic acid solid (12 mg, 19%). 1H NMR (300 MHz, DMSO-d6) δ ppm... Reactants: ClC1=CC=C2C(=CC=NC2=N1)NC1=C(C=CC(=C1)C)SC1=CC=C(C=C1)NC(C)=O (N-{4-[2-(7-Chloro-[1,8]naphthyridin-4-ylamino)-4-methyl-phenylsulfanyl]-phenyl}-acetamide), Cl.C(C)OC(CN)=O (glycine ethyl ester hydrochloride). Run in CCO (EtOH). Reaction SMILES: Cl[C:2]1[N:11]=[C:10]2[C:5]([C:6]([NH:12][C:13]3[CH:18]=[C:17]([CH3:19])[CH:16]=[CH:15][C:14]=3[S:20][C:21]3[CH:26]=[CH:25][C:24]([NH:27][C:28](=[O:30])[CH3:29])=[CH:23][CH:22]=3)=[CH:7][CH:8]=[N:9]2)=[CH:4][CH:3]=1.Cl.[CH2:32]([O:34][C:35](=[O:38])[CH2:36][NH2:37])[CH3:33]>CCO>[CH2:32]([O:34][C:35](=[O:38])[CH2:36][NH:37][C:2]1[CH:3]=[CH:4][C:5]2[C:10](=[N:9][CH:8]=[CH:7][C:6]=2[NH:12][C:13]2[CH:18]=[C:17]([CH3:19])[CH:16]=[CH:15][C:14]=2[S:20][C:21]2[CH:22]=[CH:23][C:24]([NH:27][C:28](=[O:30])[CH3:29])=[CH:25][CH:26]=2)[N:11]=1)[CH3:33] |f:1.2|. Reactants: [Al+3], COC(=O)C(Nc1nc(-c2ccc(Br)cc2)cs1)C(F)(F)F, [H-], [H-], [H-], [H-], [Li+], C1CCOC1. Yields the product OCC(Nc1nc(-c2ccc(Br)cc2)cs1)C(F)(F)F. As a reaction SMILES: [Al+3:24].[Br:1][c:2]1[cH:3][cH:4][c:5](-[c:8]2[n:9][c:10]([NH:13][CH:14]([C:15]([F:16])([F:17])[F:18])[C:19](=[O:20])[O:21][CH3:22])[s:11][cH:12]2)[cH:6][cH:7]1.[H-:23].[H-:26].[H-:27].[H-:28].[Li+:25].[O:29]1[CH2:30][CH2:31][CH2:32][CH2:33]1>>[Br:1][c:2]1[cH:3][cH:4][c:5](-[c:8]2[n:9][c:10]([NH:13][CH:14]([C:15]([F:16])([F:17])[F:18])[CH2:19][OH:20])[s:11][cH:12]2)[cH:6][cH:7]1. Starting materials: CO, CC(C)CCn1c(Cn2c(=O)n(C(C)C)c3ccccc32)nc2c(CN=[N+]=[N-])cccc21, [Pd]. The product is CC(C)CCn1c(Cn2c(=O)n(C(C)C)c3ccccc32)nc2c(CN)cccc21. Reaction SMILES: [CH3:33][OH:34].[N:1](=[N+:2]=[N-:3])[CH2:4][c:5]1[cH:6][cH:7][cH:8][c:9]2[n:10]([CH2:28][CH2:29][CH:30]([CH3:31])[CH3:32])[c:11]([CH2:14][n:15]3[c:16](=[O:27])[n:17]([CH:24]([CH3:25])[CH3:26])[c:18]4[c:19]3[cH:20][cH:21][cH:22][cH:23]4)[n:12][c:13]12.[Pd:35]>>[NH2:1][CH2:4][c:5]1[cH:6][cH:7][cH:8][c:9]2[n:10]([CH2:28][CH2:29][CH:30]([CH3:31])[CH3:32])[c:11]([CH2:14][n:15]3[c:16](=[O:27])[n:17]([CH:24]([CH3:25])[CH3:26])[c:18]4[c:19]3[cH:20][cH:21][cH:22][cH:23]4)[n:12][c:13]12.